This data is from the Open Reaction Database (ORD), a public repository of structured organic reaction records. The task is: describe an organic reaction: reactants, conditions, products, and yield Product: BrC=1C=NC2=CC=C(C(=C2C1)F)CC(=O)NN ((3-Bromo-5-fluoro-quinolin-6-yl)-acetic acid hydrazide). Reactants: BrC=1C=NC2=CC=C(C(=C2C1)F)CC(=O)O ((3-bromo-5-fluoro-quinolin-6-yl)-acetic acid), O.NN (hydrazine hydrate). Run in CO (methanol). Procedure: A solution of (3-bromo-5-fluoro-quinolin-6-yl)-acetic acid (800 mg, 2.7 mmol) and hydrazine hydrate (98%, 2 mL) in methanol (15 mL) was heated to reflux for 1 h. The solvent was removed in vaco to obtain a white solid which was washed with methanol and dried to return the title compound (750 mg, 94%) as a white solid. 1H-NMR (DMSO-d6, 300 MHz): 9.34 (s, 1H), 8.996-9.00 (d, 1H), 8.72-8.73 (d, 1H), 7.85-7.88 (d, 1H), 7.73-7.79 (m, 1H), 4.26-4.27 (d, 2H), 3.64-3.66 (d, 2H); MS: m/z 299 [M+H+]+. Reaction SMILES: [Br:1][C:2]1[CH:3]=[N:4][C:5]2[C:10]([CH:11]=1)=[C:9]([F:12])[C:8]([CH2:13][C:14]([OH:16])=O)=[CH:7][CH:6]=2.O.[NH2:18][NH2:19]>CO>[Br:1][C:2]1[CH:3]=[N:4][C:5]2[C:10]([CH:11]=1)=[C:9]([F:12])[C:8]([CH2:13][C:14]([NH:18][NH2:19])=[O:16])=[CH:7][CH:6]=2 |f:1.2|. Starting materials: C(=O)([O-])[O-].[Na+].[Na+] (Na2CO3), C(C)OC(=O)N1CCC(CC1)N1C(NC2=C1C=CC(=C2)F)=O (1-ethoxycarbonyl-4-(5-fluoro-2-oxo-1-benzimidazolinyl)piperidine), [OH-] (hydroxide), [NH4+].[Cl-] (NH4Cl). Solvent: [OH-].[Na+] (NaOH), [OH-].[Na+] (NaOH). The product is FC1=CC2=C(N(C(N2)=O)C2CCNCC2)C=C1 (4-(5-fluoro-2-oxo-1-benzimidazolinyl)piperidine). As a reaction SMILES: C(OC([N:6]1[CH2:11][CH2:10][CH:9]([N:12]2[C:16]3[CH:17]=[CH:18][C:19]([F:21])=[CH:20][C:15]=3[NH:14][C:13]2=[O:22])[CH2:8][CH2:7]1)=O)C.[NH4+].[Cl-].[OH-].C([O-])([O-])=O.[Na+].[Na+]>[OH-].[Na+]>[F:21][C:19]1[CH:18]=[CH:17][C:16]2[N:12]([CH:9]3[CH2:8][CH2:7][NH:6][CH2:11][CH2:10]3)[C:13](=[O:22])[NH:14][C:15]=2[CH:20]=1 |f:1.2,4.5.6,7.8|. Procedure details: A suspension of 1-ethoxycarbonyl-4-(5-fluoro-2-oxo-1-benzimidazolinyl)piperidine (5.22 g, 17 mmol.) in 2 N NaOH (55 mL) was refluxed for twelve hours. The clear amber solution was cooled to room temp. and solid NH4Cl (5.9 g, 110 mmol.) was added to neutralized the hydroxide. After addition of aq. Na2CO3 and 5N NaOH (2 mL), the product was extracted into chloroform. The extract was dried (Na2SO4) and filtered through a pad of charcoal and then evaporated to give 4-(5-fluoro-2-oxo-1-benzimidazolin... The reactants are [Si](C)(C)(C(C)(C)C)OCC1=CN=CN1C(C)C1=CC(=C(C=C1)C#N)F (5-(tert-butyldimethylsilyloxymethyl)-1-[1-(4-cyano-3-fluorophenyl)ethyl]imidazole), C(=O)(O)[O-].[Na+] (NaHCO3), [F-].C(CCC)[N+](CCCC)(CCCC)CCCC (tetrabutylammonium fluoride), solution. The solvent is C1CCOC1 (THF), C1CCOC1 (THF). Run at time 1 hour. Product: C(#N)C1=C(C=C(C=C1)C(C)N1C=NC=C1CO)F (1-[1-(4-Cyano-3-fluorophenyl)ethyl]-5-(hydroxymethyl)imidazole). Reaction SMILES: [Si]([O:8][CH2:9][C:10]1[N:14]([CH:15]([C:17]2[CH:22]=[CH:21][C:20]([C:23]#[N:24])=[C:19]([F:25])[CH:18]=2)[CH3:16])[CH:13]=[N:12][CH:11]=1)(C(C)(C)C)(C)C.[F-].C([N+](CCCC)(CCCC)CCCC)CCC.C([O-])(O)=O.[Na+]>C1COCC1>[C:23]([C:20]1[CH:21]=[CH:22][C:17]([CH:15]([N:14]2[C:10]([CH2:9][OH:8])=[CH:11][N:12]=[CH:13]2)[CH3:16])=[CH:18][C:19]=1[F:25])#[N:24] |f:1.2,3.4|. Procedure: To a solution of 5-(tert-butyldimethylsilyloxymethyl)-1-[1-(4-cyano-3-fluorophenyl)ethyl]imidazole, as described above in Step E, (101 mg, 0.281 mmol) in THF (2 mL) was added tetrabutylammonium fluoride (0.309 mL of a 1.0 M solution in THF, 0.309 mmol) dropwise. The reaction mixture was stirred for 1 hour, then poured into saturated aqueous NaHCO3 (20 mL) and extracted with CH2Cl2 (3×20 mL). The combined organic extracts were dried over Na2SO4, filtered, and concentrated in vacuo. The residue wa... Reactants: CN1CC2=C(NC=3C=CC(=CC23)C)CC1 (2,8-dimethyl-2,3,4,5-tetrahydro-1H-pyrido(4,3-b)indole), [H-].[Na+] (sodium hydride), O (water), CC1(OC1)C1=NC=CN=C1 (2-(2-methyl oxiranyl)pyrazine). Run in CN(C)C=O (DMF). Conditions: time 16 hour. The product is CN1CC2=C(N(C=3C=CC(=CC23)C)CC(C)(O)C2=NC=CN=C2)CC1 (1-(2,8-dimethyl-3,4-dihydro-1H-pyrido[4,3-b]indol-5(2H)-yl)-2-(pyrazin-2-yl)propan-2-ol). The yield is 59.4%. As a reaction SMILES: [CH3:1][N:2]1[CH2:15][CH2:14][C:5]2[NH:6][C:7]3[CH:8]=[CH:9][C:10]([CH3:13])=[CH:11][C:12]=3[C:4]=2[CH2:3]1.[H-].[Na+].[CH3:18][C:19]1([C:22]2[CH:27]=[N:26][CH:25]=[CH:24][N:23]=2)[CH2:21][O:20]1.O>CN(C=O)C>[CH3:1][N:2]1[CH2:15][CH2:14][C:5]2[N:6]([CH2:18][C:19]([C:22]3[CH:27]=[N:26][CH:25]=[CH:24][N:23]=3)([OH:20])[CH3:21])[C:7]3[CH:8]=[CH:9][C:10]([CH3:13])=[CH:11][C:12]=3[C:4]=2[CH2:3]1 |f:1.2|. Procedure details: To a stirred solution of 2,8-dimethyl-2,3,4,5-tetrahydro-1H-pyrido(4,3-b)indole (350 mg, 1.75 mmol) in DMF (4 mL) was added sodium hydride (210 mg, 5.25 mmol) followed by dropwise addition of 2-(2-methyl oxiranyl)pyrazine (310 mg, 2.275 mmol) at 10° C. and the reaction mixture was further stirred at RT for 16 h. After completion, the reaction mixture was poured into ice cooled water, extracted with EtOAc (3×75 mL). The organic layer was washed with water, dried over anhydrous sodium sulfate and ... Reactants: C(#N)CCCCNOCC1=CC=CC=C1 (N-(4-Cyanobutyl)-O-benzylhydroxylamine), C1(CCC(=O)O1)=O (succinic anhydride). Solvent: N1=CC=CC=C1 (pyridine). Reaction conditions: temperature 100 celsius, time 8 hour. Product: C(C1=CC=CC=C1)ON(C(CCC(=O)O)=O)CCCCC#N (N-Benzyloxy-N-(4-cyanobutyl)succinamic acid). Yield: 98.8%. Reaction SMILES: [C:1]([CH2:3][CH2:4][CH2:5][CH2:6][NH:7][O:8][CH2:9][C:10]1[CH:15]=[CH:14][CH:13]=[CH:12][CH:11]=1)#[N:2].[C:16]1(=[O:22])[O:21][C:19](=[O:20])[CH2:18][CH2:17]1>N1C=CC=CC=1>[CH2:9]([O:8][N:7]([CH2:6][CH2:5][CH2:4][CH2:3][C:1]#[N:2])[C:16](=[O:22])[CH2:17][CH2:18][C:19]([OH:21])=[O:20])[C:10]1[CH:11]=[CH:12][CH:13]=[CH:14][CH:15]=1. Reported procedure: N-Benzyloxy-N-(4-cyanobutyl)succinamic acid (6) was synthesized by charging a flask with 2.8 g (13.7 mmol) of (5) in 23 mL of pyridine and 2.1 g (20.8 mmol) of succinic anhydride, heated at 100° C. for 1.5 hours and then allowed to cool to room temperature and to stir overnight. The pyridine was removed under vacuum and the residue was dissolved in a is minimal amount of chloroform and filtered. The chloroform was removed and the residue was dissolved in ether, which was extracted three times wi...